This data is from the Open Reaction Database (ORD), a public repository of structured organic reaction records. The task is: describe an organic reaction: reactants, conditions, products, and yield The reactants are C(C)(=O)N1C(C(C2=CC=C(C=C12)C(=O)OC)=C(C1=CC=CC=C1)OCC)=O (1-acetyl-3-(1-ethoxy-1-phenylmethylene)-6-methoxycarbonyl-2-indolinone), CN(CCN(C1=CC=C(C=C1)N)S(=O)(=O)C(C)C)C (N-(2-dimethylamino-ethyl)-N-isopropylsulphonyl-p-phenylenediamine). Product: CN(CCN(S(=O)(=O)C(C)C)C1=CC=C(N\C(\C2=CC=CC=C2)=C\2/C(NC3=CC(=CC=C23)C(=O)OC)=O)C=C1)C (3-Z-[1-(4-(N-(2-dimethylamino-ethyl)-N-isopropylsulphonyl-amino)-anilino)-1-phenyl-methylene]-6-methoxycarbonyl-2-indolinone). Reaction SMILES: C([N:4]1[C:12]2[C:7](=[CH:8][CH:9]=[C:10]([C:13]([O:15][CH3:16])=[O:14])[CH:11]=2)[C:6](=[C:17](OCC)[C:18]2[CH:23]=[CH:22][CH:21]=[CH:20][CH:19]=2)[C:5]1=[O:27])(=O)C.[CH3:28][N:29]([CH3:46])[CH2:30][CH2:31][N:32]([S:40]([CH:43]([CH3:45])[CH3:44])(=[O:42])=[O:41])[C:33]1[CH:38]=[CH:37][C:36]([NH2:39])=[CH:35][CH:34]=1>>[CH3:46][N:29]([CH3:28])[CH2:30][CH2:31][N:32]([C:33]1[CH:34]=[CH:35][C:36]([NH:39]/[C:17](=[C:6]2\[C:5](=[O:27])[NH:4][C:12]3[C:7]\2=[CH:8][CH:9]=[C:10]([C:13]([O:15][CH3:16])=[O:14])[CH:11]=3)/[C:18]2[CH:19]=[CH:20][CH:21]=[CH:22][CH:23]=2)=[CH:37][CH:38]=1)[S:40]([CH:43]([CH3:45])[CH3:44])(=[O:42])=[O:41]. Reported procedure: Prepared from 1-acetyl-3-(1-ethoxy-1-phenylmethylene)-6-methoxycarbonyl-2-indolinone and N-(2-dimethylamino-ethyl)-N-isopropylsulphonyl-p-phenylenediamine Rf value: 0.5 (silica gel, methylene chloride/methanol=9:1) C30H34N4O5S Procedure: The title compound was prepared analogously to 3-amino-6-bromo-5-trifluoromethyl-pyrazine-2-carboxylic acid (5-trifluoromethyl-2H-pyrazol-3-yl)-amide (Example 1) using 3-amino-5-trifluoromethyl-pyrazine-2-carboxylic acid (Intermediate 6) and 2H-pyrazol-3-ylamine. Starting materials: FC(C=1C=C(NN1)NC(=O)C1=NC(=C(N=C1N)C(F)(F)F)Br)(F)F (3-Amino-6-bromo-5-trifluoromethyl-pyrazine-2-carboxylic acid (5-trifluoromethyl-2H-pyrazol-3-yl)-amide), N=1NC(=CC1)N (2H-pyrazol-3-ylamine), NC=1C(=NC=C(N1)C(F)(F)F)C(=O)O (3-amino-5-trifluoromethyl-pyrazine-2-carboxylic acid), NC=1C(=NC=C(N1)C(F)(F)F)C(=O)O (3-amino-5-trifluoromethyl-pyrazine-2-carboxylic acid). The product is N=1NC(=CC1)NC(=O)C1=NC=C(N=C1N)C(F)(F)F (3-Amino-5-trifluoromethyl-pyrazine-2-carboxylic acid (2H-pyrazol-3-yl)-amide). As a reaction SMILES: FC(F)(F)[C:3]1[CH:4]=[C:5]([NH:8][C:9]([C:11]2[C:16]([NH2:17])=[N:15][C:14]([C:18]([F:21])([F:20])[F:19])=[C:13](Br)[N:12]=2)=[O:10])[NH:6][N:7]=1.NC1C(C(O)=O)=NC=C(C(F)(F)F)N=1.N1NC(N)=CC=1>>[N:7]1[NH:6][C:5]([NH:8][C:9]([C:11]2[C:16]([NH2:17])=[N:15][C:14]([C:18]([F:20])([F:21])[F:19])=[CH:13][N:12]=2)=[O:10])=[CH:4][CH:3]=1.